Dataset: the Open Reaction Database (ORD), a public repository of structured organic reaction records. Task: describe an organic reaction: reactants, conditions, products, and yield Starting materials: COc1cccc(C=Cc2ccc(C(=O)OC(C)(C)C)c(Nc3ccc(F)cc3)c2)c1, O=C(O)C(F)(F)F. Product: COc1cccc(C=Cc2ccc(C(=O)O)c(Nc3ccc(F)cc3)c2)c1. RXN SMILES: [F:1][c:2]1[cH:3][cH:4][c:5]([NH:6][c:7]2[c:8]([C:9](=[O:10])[O:11][C:12]([CH3:13])([CH3:14])[CH3:15])[cH:16][cH:17][c:18]([CH:20]=[CH:21][c:22]3[cH:23][c:24]([O:28][CH3:29])[cH:25][cH:26][cH:27]3)[cH:19]2)[cH:30][cH:31]1.[OH:32][C:33]([C:34]([F:35])([F:36])[F:37])=[O:38]>>[F:1][c:2]1[cH:3][cH:4][c:5]([NH:6][c:7]2[c:8]([C:9](=[O:10])[OH:11])[cH:16][cH:17][c:18]([CH:20]=[CH:21][c:22]3[cH:23][c:24]([O:28][CH3:29])[cH:25][cH:26][cH:27]3)[cH:19]2)[cH:30][cH:31]1. The reactants are CO, Cc1nc(Cl)c(Cl)n1CCCCN1CCN(c2ncc(OCc3ccccc3)cn2)CC1. Product: Cc1nc(Cl)c(Cl)n1CCCCN1CCN(c2ncc(O)cn2)CC1. Reaction SMILES: [CH3:33][OH:34].[Cl:1][c:2]1[n:3][c:4]([CH3:32])[n:5]([CH2:8][CH2:9][CH2:10][CH2:11][N:12]2[CH2:13][CH2:14][N:15]([c:18]3[n:19][cH:20][c:21]([O:24][CH2:25][c:26]4[cH:27][cH:28][cH:29][cH:30][cH:31]4)[cH:22][n:23]3)[CH2:16][CH2:17]2)[c:6]1[Cl:7]>>[Cl:1][c:2]1[n:3][c:4]([CH3:32])[n:5]([CH2:8][CH2:9][CH2:10][CH2:11][N:12]2[CH2:13][CH2:14][N:15]([c:18]3[n:19][cH:20][c:21]([OH:24])[cH:22][n:23]3)[CH2:16][CH2:17]2)[c:6]1[Cl:7].